This data is from the Open Reaction Database (ORD), a public repository of structured organic reaction records. The task is: describe an organic reaction: reactants, conditions, products, and yield Reactants: FC=1C=C2C(C(NC2=CC1)=O)=O (5-Fluoroisatin). Run in O.NN (hydrazine hydrate), ice water. The product is FC=1C=C2CC(NC2=CC1)=O (5-Fluoro-2-oxindole). RXN SMILES: [F:1][C:2]1[CH:3]=[C:4]2[C:8](=[CH:9][CH:10]=1)[NH:7][C:6](=[O:11])[C:5]2=O>O.NN>[F:1][C:2]1[CH:3]=[C:4]2[C:8](=[CH:9][CH:10]=1)[NH:7][C:6](=[O:11])[CH2:5]2 |f:1.2|. Procedure: 5-Fluoroisatin (8.2 g) was dissolved in 50 mL of hydrazine hydrate and refluxed for 1.0 hr. The reaction mixtures were then poured in ice water. The precipitate was then filtered, washed with water and dried in a vacuum oven to afford the title compound. The reactants are CCCS(=O)(=O)Cl, CCN(C(C)C)C(C)C, ClCCl, Cl, OC1CNC1, O=C(O)CC(O)(CC(=O)O)C(=O)O. The product is CCCS(=O)(=O)N1CC(O)C1. Reaction SMILES: [CH2:16]([CH2:17][CH3:18])[S:19](=[O:20])(=[O:21])[Cl:22].[CH:7]([N:8]([CH:9]([CH3:10])[CH3:11])[CH2:12][CH3:13])([CH3:14])[CH3:15].[Cl:36][CH2:37][Cl:38].[ClH:1].[NH:2]1[CH2:3][CH:4]([OH:6])[CH2:5]1.[OH:23][C:24]([CH2:25][C:26]([C:27](=[O:28])[OH:29])([CH2:30][C:31](=[O:32])[OH:33])[OH:34])=[O:35]>>[N:2]1([S:19]([CH2:16][CH2:17][CH3:18])(=[O:20])=[O:21])[CH2:3][CH:4]([OH:6])[CH2:5]1. Reported procedure: Cumene hydroperoxide solution was pumped into the T-mixer with a flow of 0.250 ml/min. Hydrogen gas was fed into the T-mixer with a flow of 0.600 ml/min (1 bar). The T-mixer produced a taylor flow regime (liquid slugs). The product coming out of the reactor was collected. Samples were analysed with GC and HPLC. A conversion of 73% with >99% selectivity was obtained towards 2-phenyl-2-propanol. The reactants are [O-]O.C1(=CC=CC=C1)C(C)C (Cumene hydroperoxide), [H][H] (Hydrogen). RXN SMILES: [O-:1]O.[C:3]1([CH:9]([CH3:11])[CH3:10])[CH:8]=[CH:7][CH:6]=[CH:5][CH:4]=1.[H][H]>>[C:3]1([C:9]([OH:1])([CH3:11])[CH3:10])[CH:8]=[CH:7][CH:6]=[CH:5][CH:4]=1 |f:0.1|. The product is C1(=CC=CC=C1)C(C)(C)O (2-phenyl-2-propanol). The reactants are OC1=CC=CC=2NN=NC21 (hydroxybenzotriazole), 2.9, OC(CN)C1OC(OC1)(C)C (2-hydroxy-2-(2,2-dimethyl-1,3-dioxolan-4-yl)-ethylamine), C1(CCCCC1)N=C=NC1CCCCC1 (dicyclohexylcarbodiimide), FC1=C(C(=CC(=C1)F)F)NS(=O)(=O)C=1C=C(C(=O)O)C=CC1 (3-[N-(2,4,6-trifluorophenyl)sulfamoyl]-benzoic acid). Solvent: CN(C=O)C (dimethylformamide). Conditions: temperature -10 celsius, time 6 hour. The product is OC(CNC(C1=CC(=CC=C1)S(NC1=C(C=C(C=C1F)F)F)(=O)=O)=O)C1OC(OC1)(C)C (3-[N-(2,4,6-Trifluorophenyl)sulfamoyl]-benzoic acid-[2-hydroxy-2-(2,2-dimethyl-1,3-dioxolan-4-yl)-ethylamide]). RXN SMILES: [F:1][C:2]1[CH:7]=[C:6]([F:8])[CH:5]=[C:4]([F:9])[C:3]=1[NH:10][S:11]([C:14]1[CH:15]=[C:16]([CH:20]=[CH:21][CH:22]=1)[C:17](O)=[O:18])(=[O:13])=[O:12].OC1C2N=NNC=2C=CC=1.[OH:33][CH:34]([CH:37]1[CH2:41][O:40][C:39]([CH3:43])([CH3:42])[O:38]1)[CH2:35][NH2:36].C1(N=C=NC2CCCCC2)CCCCC1>CN(C)C=O>[OH:33][CH:34]([CH:37]1[CH2:41][O:40][C:39]([CH3:43])([CH3:42])[O:38]1)[CH2:35][NH:36][C:17](=[O:18])[C:16]1[CH:20]=[CH:21][CH:22]=[C:14]([S:11](=[O:13])(=[O:12])[NH:10][C:3]2[C:4]([F:9])=[CH:5][C:6]([F:8])=[CH:7][C:2]=2[F:1])[CH:15]=1. Reported procedure: 5.96 g (18 mmol) of 3-[N-(2,4,6-trifluorophenyl)sulfamoyl]-benzoic acid is dissolved in 50 ml of dry dimethylformamide under argon atmosphere, 2.76 g (18 mmol) of hydroxybenzotriazole and 2.9 (18 mmol) of 2-hydroxy-2-(2,2-dimethyl-1,3-dioxolan-4-yl)-ethylamine are added and the solution is cooled to -10° C. At this temperature, 3.71 g (18 mmol) of dicyclohexylcarbodiimide is added to the solution. Then it is stirred for 1 hour at -10° C. and 6 hours at room temperature. The turbid reaction solut... The reactants are COC(=O)C1=NC(=CC(=C1Cl)NC(C)=O)C1=C(C(=C(C=C1)Cl)OC)F (4-Acetylamino-3-chloro-6-(4-chloro-2-fluoro-3-methoxyphenyl)pyridine-2-carboxylic acid methyl ester), C(CCC)[Sn](C=C)(CCCC)CCCC (tributyl(vinyl)tin), tetrabutylammonium triphenyldifluorosilicate. Reagents/catalysts: Cl[Pd]([P](C1=CC=CC=C1)(C2=CC=CC=C2)C3=CC=CC=C3)([P](C4=CC=CC=C4)(C5=CC=CC=C5)C6=CC=CC=C6)Cl (bis(triphenylphosphine)palladium(II) dichloride). The solvent is C(C)#N (acetonitrile). Run at temperature 110 celsius. Yields the product COC(=O)C1=NC(=CC(=C1C=C)NC(C)=O)C1=C(C(=C(C=C1)Cl)OC)F (4-Acetylamino-6-(4-chloro-2-fluoro-3-methoxyphenyl)-3-vinylpyridine-2-carboxylic acid methyl ester). Yield: 60.0%. As a reaction SMILES: [CH3:1][O:2][C:3]([C:5]1[C:10](Cl)=[C:9]([NH:12][C:13](=[O:15])[CH3:14])[CH:8]=[C:7]([C:16]2[CH:21]=[CH:20][C:19]([Cl:22])=[C:18]([O:23][CH3:24])[C:17]=2[F:25])[N:6]=1)=[O:4].[CH2:26]([Sn](CCCC)(CCCC)C=C)[CH2:27]CC>C(#N)C.Cl[Pd](Cl)([P](C1C=CC=CC=1)(C1C=CC=CC=1)C1C=CC=CC=1)[P](C1C=CC=CC=1)(C1C=CC=CC=1)C1C=CC=CC=1>[CH3:1][O:2][C:3]([C:5]1[C:10]([CH:26]=[CH2:27])=[C:9]([NH:12][C:13](=[O:15])[CH3:14])[CH:8]=[C:7]([C:16]2[CH:21]=[CH:20][C:19]([Cl:22])=[C:18]([O:23][CH3:24])[C:17]=2[F:25])[N:6]=1)=[O:4] |^1:46,65|. Procedure details: 4-Acetylamino-3-chloro-6-(4-chloro-2-fluoro-3-methoxyphenyl)pyridine-2-carboxylic acid methyl ester (0.5 g, 1.29 mmol), tributyl(vinyl)tin (0.821 g, 2.58 mmol), bis(triphenylphosphine)palladium(II) dichloride (0.091 g, 0.129 mmol), and tetrabutylammonium triphenyldifluorosilicate (1.4 g, 2.58 mmol) were combined in acetonitrile (3 ml) and heated to 110° C. for 15 min in a CEM microwave reactor. The cooled reaction mixture was concentrated onto silica gel and purified by flash chromatography on s...